The task is: describe an organic reaction: reactants, conditions, products, and yield. This data is from the Open Reaction Database (ORD), a public repository of structured organic reaction records. RXN SMILES: CC1C=C[C:5]([O:8]C)=CC=1OC1C=CC(NC(=O)[C@@H](C)N)=CC=1.[CH3:23][C:24]1[CH:29]=[CH:28][C:27]([O:30][CH3:31])=[CH:26][C:25]=1[O:32][C:33]1[N:38]=[CH:37][C:36]([NH:39][C:40](=[O:44])[C@@H:41]([CH3:43])[NH2:42])=[CH:35][CH:34]=1>>[CH3:43][C@H:41]1[NH:42][C:5](=[O:8])[N:39]([C:36]2[CH:37]=[N:38][C:33]([O:32][C:25]3[CH:26]=[C:27]([O:30][CH3:31])[CH:28]=[CH:29][C:24]=3[CH3:23])=[CH:34][CH:35]=2)[C:40]1=[O:44]. Reactants: CC1=C(C=C(C=C1)OC)OC1=CC=C(C=C1)NC([C@H](N)C)=O (N1-(4-{[2-methyl-5-(methyloxy)phenyl]oxy}phenyl)-D-alaninamide), CC1=C(C=C(C=C1)OC)OC1=CC=C(C=N1)NC([C@H](N)C)=O (N1-(6-{[2-methyl-5-(methyloxy)phenyl]oxy}-3-pyridinyl)-D-alaninamide), CC1=C(C=C(C=C1)OC)OC1=CC=C(C=N1)NC([C@H](N)C)=O (N1-(6-{[2-methyl-5-(methyloxy)phenyl]oxy}-3-pyridinyl)-D-alaninamide). The product is C[C@@H]1C(N(C(N1)=O)C=1C=NC(=CC1)OC1=C(C=CC(=C1)OC)C)=O ((5R)-5-methyl-3-(6-{[2-methyl-5-(methyloxy)phenyl]oxy}-3-pyridinyl)-2,4-imidazolidinedione). Procedure: The title compound was made in a similar fashion to the preparation of Example 7 replacing N1-(4-{[2-methyl-5-(methyloxy)phenyl]oxy}phenyl)-D-alaninamide with N1-(6-{[2-methyl-5-(methyloxy)phenyl]oxy}-3-pyridinyl)-D-alaninamide (Intermediate 56, 118 mg) to afford the title compound (78 mg) The reactants are CN (methylamine), ClC1=NC2=CC(=C(C=C2C=C1C(=O)C(C(=O)OCC)=CN(C)C)F)F (ethyl 2-(2-chloro-6,7-difluoro-3-quinolinecarbonyl)-3-(dimethylamino)acrylate). Run in C(C)O (ethanol), C(C)O (ethanol). Run at time 1 hour. Product: C(C)OC(=O)C=1C(C=2C=C3C(=NC2N(C1)C)C=C(C(=C3)F)F)=O (3-ethoxycarbonyl-7,8-difluoro-1-methyl-4-oxo-1,4-dihydrobenzo[b][1,8]naphthyridine). Yield: 83.1%. As a reaction SMILES: CN.Cl[C:4]1[C:13]([C:14]([C:16](=[CH:22][N:23](C)[CH3:24])[C:17]([O:19][CH2:20][CH3:21])=[O:18])=[O:15])=[CH:12][C:11]2[C:6](=[CH:7][C:8]([F:27])=[C:9]([F:26])[CH:10]=2)[N:5]=1>C(O)C>[CH2:20]([O:19][C:17]([C:16]1[C:14](=[O:15])[C:13]2[CH:12]=[C:11]3[CH:10]=[C:9]([F:26])[C:8]([F:27])=[CH:7][C:6]3=[N:5][C:4]=2[N:23]([CH3:24])[CH:22]=1)=[O:18])[CH3:21]. Reported procedure: A solution of methylamine (11.3 g) at approximately 0° C. in ethanol (50 cc) is added in the course of 10 minutes at between 0° and 5° C. to a stirred suspension, maintained at a temperature in the region of 0° C., of ethyl 2-(2-chloro-6,7-difluoro-3-quinolinecarbonyl)-3-(dimethylamino)acrylate (22.3 g) in ethanol (480 cc), the mixture is stirred for 1 hour at between 0° and 5° C., the temperature is allowed to rise to approximately 25° C. and the mixture is stirred for a further 16 hours at the... Reactants: C1CCNCC1, CCO, CC(C)Oc1ccc(Nc2ccn3ncc(C=O)c3n2)cc1, O=C1CNC(=O)N1. Product: CC(C)Oc1ccc(Nc2ccn3ncc(C=C4NC(=O)NC4=O)c3n2)cc1. As a reaction SMILES: [CH2:30]1[CH2:31][CH2:32][NH:33][CH2:34][CH2:35]1.[CH3:36][CH2:37][OH:38].[CH:1]([CH3:2])([CH3:3])[O:4][c:5]1[cH:6][cH:7][c:8]([NH:11][c:12]2[n:13][c:14]3[n:15]([cH:16][cH:17]2)[n:18][cH:19][c:20]3[CH:21]=[O:22])[cH:9][cH:10]1.[O:23]=[C:24]1[CH2:25][NH:26][C:27](=[O:28])[NH:29]1>>[CH:1]([CH3:2])([CH3:3])[O:4][c:5]1[cH:6][cH:7][c:8]([NH:11][c:12]2[n:13][c:14]3[n:15]([cH:16][cH:17]2)[n:18][cH:19][c:20]3[CH:21]=[C:25]2[C:24](=[O:23])[NH:29][C:27](=[O:28])[NH:26]2)[cH:9][cH:10]1. Reactants: BrC1=CC2=C(NC(NC2=O)=O)N=C1 (6-bromo-1H-pyrido[2,3-d]pyrimidine-2,4-dione), C(C=C)(=O)OC(C)(C)C (tert-butyl acrylate), C(C)N(C(C)C)C(C)C ((i-Pr)2EtN), CC1=C(C=CC=C1)P(C2=C(C=CC=C2)C)C3=C(C=CC=C3)C (P(o-tol)3). Reagents/catalysts: CC(=O)[O-].CC(=O)[O-].[Pd+2] (Pd(OAc)2). Run in C(CC)#N (propionitrile), CN(C)C=O (DMF). Product: C(C)(C)(C)OC(\C=C\C1=CC2=C(NC(NC2=O)=O)N=C1)=O ((E)-3-(2,4-Dioxo-1,2,3,4-tetrahydro-pyrido[2,3-d]pyrimidin-6-yl)acrylic acid tert-butyl ester). The yield is 83.5%. Reaction SMILES: Br[C:2]1[CH:13]=[N:12][C:5]2[NH:6][C:7](=[O:11])[NH:8][C:9](=[O:10])[C:4]=2[CH:3]=1.[C:14]([O:18][C:19]([CH3:22])([CH3:21])[CH3:20])(=[O:17])[CH:15]=[CH2:16].C(N(C(C)C)C(C)C)C.CC1C=CC=CC=1P(C1C=CC=CC=1C)C1C=CC=CC=1C>C(#N)CC.CN(C=O)C.CC([O-])=O.CC([O-])=O.[Pd+2]>[C:19]([O:18][C:14](=[O:17])/[CH:15]=[CH:16]/[C:2]1[CH:13]=[N:12][C:5]2[NH:6][C:7](=[O:11])[NH:8][C:9](=[O:10])[C:4]=2[CH:3]=1)([CH3:22])([CH3:21])[CH3:20] |f:6.7.8|. Procedure details: A suspension of 6-bromo-1H-pyrido[2,3-d]pyrimidine-2,4-dione (430 mg, 1.59 mmol) in propionitrile (8 mL) and DMF (2 mL) was treated with tert-butyl acrylate (0.93 mL, 6.4 mmol), (i-Pr)2EtN (0.6 mL, 3.3 mmol) and P(o-tol)3 (100 mg, 0.32 mmol). The solution was deoxygenated with Ar for 20 min. Pd(OAc)2 (36 mg, 0.16 mmol) was added and the mixture was deoxygenated with a stream of Ar for 10 min. The mixture was heated to reflux for 17 h, then allowed to cool. The resulting precipitate was isolated ... Reactants: CC=1CC(CC1C)O (3,4-dimethyl-3-cyclopenten-1-ol), N1=CC=CC=C1 (pyridine), Cl\C(=C/[C@H]1C([C@H]1C(=O)Cl)(C)C)\C(F)(F)F ((1RS)-cis-3-(Z-2-chloro-3,3,3-trifluoro-1-propenyl)-2,2-dimethylcyclopropanecarbonyl chloride). Reagents/catalysts: C(C)(C)(C)C1=C(C(=CC(=C1)C)C(C)(C)C)O (2,6-di-tert-butyl-4-methylphenol). The solvent is C1(=CC=CC=C1)C (toluene). The product is Cl\C(=C/[C@H]1C([C@H]1C(=O)OC1CC(=C(C1)C)C)(C)C)\C(F)(F)F (3,4-dimethyl-3-cyclopenten-1-yl (1RS)-cis-3-(Z-2-chloro-3,3,3-trifluoro-1-propenyl)-2,2-dimethylcyclopropanecarboxylate). Yield: 86.5%. As a reaction SMILES: [CH3:1][C:2]1[CH2:3][CH:4]([OH:8])[CH2:5][C:6]=1[CH3:7].N1C=CC=CC=1.[Cl:15]/[C:16](/[C:26]([F:29])([F:28])[F:27])=[CH:17]\[C@@H:18]1[C@H:20]([C:21](Cl)=[O:22])[C:19]1([CH3:25])[CH3:24]>C(C1C=C(C)C=C(C(C)(C)C)C=1O)(C)(C)C.C1(C)C=CC=CC=1>[Cl:15]/[C:16](/[C:26]([F:27])([F:28])[F:29])=[CH:17]\[C@@H:18]1[C@H:20]([C:21]([O:8][CH:4]2[CH2:5][C:6]([CH3:7])=[C:2]([CH3:1])[CH2:3]2)=[O:22])[C:19]1([CH3:25])[CH3:24]. Reported procedure: To a mixture of 3,4-dimethyl-3-cyclopenten-1-ol (175 mg), 2,6-di-tert-butyl-4-methylphenol (5 mg), pyridine (150 mg) and toluene (10 ml), (1RS)-cis-3-(Z-2-chloro-3,3,3-trifluoro-1-propenyl)-2,2-dimethylcyclopropanecarbonyl chloride (395 mg) was added under ice-cooling. The resulting reaction mixture was further allowed to react for 8 hours at room temperature. Then the reaction mixture was subjected to the same post-treatment as in Example 1 to afford 441 mg of 3,4-dimethyl-3-cyclopenten-1-yl (1... Reactants: C1(=CC(=CC=C1)N1C(C(=C(C=C1)CCCCCC=1N=NNC1)OC)=S)C (1-(3-Tolyl)triazolylpentyl-3-methoxypyridine-2-thione), B(Br)(Br)Br (BBr3), 148a. Run in C(Cl)Cl (CH2Cl2). The product is C1(=CC(=CC=C1)N1C(C(=C(C=C1)CCCCCC=1N=NNC1)O)=S)C (1-(3-Tolyl)triazolylpentyl-3-hydroxypyridine-2-thione). The yield is 55.2%. Reaction SMILES: [C:1]1([CH3:26])[CH:6]=[CH:5][CH:4]=[C:3]([N:7]2[CH:12]=[CH:11][C:10]([CH2:13][CH2:14][CH2:15][CH2:16][CH2:17][C:18]3[N:19]=[N:20][NH:21][CH:22]=3)=[C:9]([O:23]C)[C:8]2=[S:25])[CH:2]=1.B(Br)(Br)Br>C(Cl)Cl>[C:1]1([CH3:26])[CH:6]=[CH:5][CH:4]=[C:3]([N:7]2[CH:12]=[CH:11][C:10]([CH2:13][CH2:14][CH2:15][CH2:16][CH2:17][C:18]3[N:19]=[N:20][NH:21][CH:22]=3)=[C:9]([OH:23])[C:8]2=[S:25])[CH:2]=1. Reported procedure: Reaction of 165b (0.10 g, 0.271 mmol) and 1M BBr3 (0.33 mL) in CH2Cl2 (8 mL) within 48 h as described for the synthesis of 148a gave compound 167b (0.053 g, 56%) as olive green solid. 1H NMR (400 MHz, CD3OD) δ 8.20 (s, 1H), 7.61 (s, 1H), 7.55 (m, 2H), 7.26 (t, J=7.6 Hz, 1H), 7.12 (d, J=7.5 Hz, 1H), 6.92 (m, 2H), 4.55 (m, 2H), 4.44 (t, J=6.7 Hz, 2H), 2.36 (s, 3H), 2.01 (m, 4H), 1.41 (m, 2H). 13C NMR (100 MHz, CD3OD) δ 149.29, 140.05, 131.87, 131.78, 130.38, 130.20, 127.90, 127.63, 124.13, 122.51,...